Dataset: the Open Reaction Database (ORD), a public repository of structured organic reaction records. Task: describe an organic reaction: reactants, conditions, products, and yield Reaction SMILES: [Cl:1][c:2]1[cH:3][cH:4][c:5]([N:8]2[CH2:9][CH:10]3[CH2:11][N:12]([C:15]([O:16][C:17]([CH3:18])([CH3:19])[CH3:20])=[O:21])[CH:13]3[CH2:14]2)[cH:6][n:7]1.[Cl:29][CH2:30][Cl:31].[OH:22][C:23]([C:24]([F:25])([F:26])[F:27])=[O:28]>>[Cl:1][c:2]1[cH:3][cH:4][c:5]([N:8]2[CH2:9][CH:10]3[CH2:11][NH:12][CH:13]3[CH2:14]2)[cH:6][n:7]1. The reactants are CC(C)(C)OC(=O)N1CC2CN(c3ccc(Cl)nc3)CC21, ClCCl, O=C(O)C(F)(F)F. Yields the product Clc1ccc(N2CC3CNC3C2)cn1. Reactants: COC(OC)c1cc(Br)cc(Br)c1, C1CCOC1, [Li]CCCC. Yields the product COC(OC)c1cc(O)cc(Br)c1. As a reaction SMILES: [Br:6][c:7]1[cH:8][c:9]([Br:18])[cH:10][c:11]([CH:13]([O:14][CH3:15])[O:16][CH3:17])[cH:12]1.[CH2:19]1[CH2:22][CH2:21][CH2:20][O:23]1.[CH3:1][CH2:2][CH2:3][CH2:4][Li:5]>>[Br:6][c:7]1[cH:8][c:9]([OH:23])[cH:10][c:11]([CH:13]([O:14][CH3:15])[O:16][CH3:17])[cH:12]1.